Dataset: the Open Reaction Database (ORD), a public repository of structured organic reaction records. Task: describe an organic reaction: reactants, conditions, products, and yield Reactants: [H][H] (hydrogen), [H][H] (hydrogen), CC1=C(C(=O)OC(C)(C)C)C=C(C(=C1[N+](=O)[O-])C(=O)OC)C (1-tert-Butyl 4-methyl 2,5-dimethyl-3-nitroterephthalate), [H][H] (hydrogen). The reagents and catalysts are [Pd] (Palladium on carbon), [Pd] (Palladium on carbon), [Pd] (Palladium on carbon). Solvent: O1CCCC1 (tetrahydrofuran). The product is NC=1C(=C(C(=O)OC(C)(C)C)C=C(C1C(=O)OC)C)C (1-tert-butyl 4-methyl 3-amino-2,5-dimethylterephthalate). Isolated yield 98.1%. Reaction SMILES: [CH3:1][C:2]1[C:14]([N+:15]([O-])=O)=[C:13]([C:18]([O:20][CH3:21])=[O:19])[C:12]([CH3:22])=[CH:11][C:3]=1[C:4]([O:6][C:7]([CH3:10])([CH3:9])[CH3:8])=[O:5].[H][H]>O1CCCC1.[Pd]>[NH2:15][C:14]1[C:2]([CH3:1])=[C:3]([CH:11]=[C:12]([CH3:22])[C:13]=1[C:18]([O:20][CH3:21])=[O:19])[C:4]([O:6][C:7]([CH3:10])([CH3:9])[CH3:8])=[O:5]. Procedure: 1-tert-Butyl 4-methyl 2,5-dimethyl-3-nitroterephthalate (0.5 g, 1.62 mmol) was dissolved in tetrahydrofuran (4 mL). 10 wt % Palladium on carbon (Degussa type, 50 mg) was added to the solution and the mixture was treated with hydrogen at ambient temperature for 3 h. 10 wt % Palladium on carbon (Degussa type, 50 mg) was added to the solution, and the mixture was treated with hydrogen at ambient temperature for a further 2 h. 10 wt % Palladium on carbon (Degussa type, 100 mg) was added to the solut... RXN SMILES: [CH2:1]([O:8][C:9]([NH:11][CH2:12][C:13]1[CH:18]=[CH:17][C:16]([O:19][CH3:20])=[C:15]([O:21][CH2:22][C:23]([O:25]CC)=[O:24])[CH:14]=1)=[O:10])[C:2]1[CH:7]=[CH:6][CH:5]=[CH:4][CH:3]=1.[OH-].[Na+].CO.Cl>O>[CH2:1]([O:8][C:9]([NH:11][CH2:12][C:13]1[CH:18]=[CH:17][C:16]([O:19][CH3:20])=[C:15]([O:21][CH2:22][C:23]([OH:25])=[O:24])[CH:14]=1)=[O:10])[C:2]1[CH:7]=[CH:6][CH:5]=[CH:4][CH:3]=1 |f:1.2|. The product is C(C1=CC=CC=C1)OC(=O)NCC1=CC(=C(C=C1)OC)OCC(=O)O (N-Benzyloxycarbonyl-3-carboxymethyloxy-4-methoxybenzylamine). Starting materials: C(C1=CC=CC=C1)OC(=O)NCC1=CC(=C(C=C1)OC)OCC(=O)OCC (N-benzyloxycarbonyl-3-ethoxycarbonylmethyloxy-4-methoxybenzylamine), Cl (hydrochloric acid), [OH-].[Na+] (sodium hydroxide), CO (methanol). Run in O (water). Reported procedure: A mixture comprising 23.56 of N-benzyloxycarbonyl-3-ethoxycarbonylmethyloxy-4-methoxybenzylamine, 7.29 g of sodium hydroxide, 300 ml of methanol and 30 ml of water, was stirred at 60° C. for one hour. The reaction solution was neutralized by an addition of hydrochloric acid, and the solvent was distilled off under reduced pressure. Dilute hydrochloric acid was added to the obtained residue, and the mixture was extracted with chloroform. The extract layer was washed with water and a saturated sod... Conditions: temperature 60 celsius, time 1 hour. Starting materials: mixture, C(#N)C1=CC=C(C=C1)C1=CC=C(C=C1)OC(C(=O)O)CCC ([(4′-cyano-1,1′-biphenyl-4-yl)oxy]valeric acid), C1(CCCCC1)N=C=NC1CCCCC1 (N,N′-dicyclohexylcarbodiimide), C1C(OC2=CSC=C2O1)CO (EDT-methanol), C1C(OC2=CSC=C2O1)CO (EDT-methanol), C(#N)C1=CC=C(C=C1)C1=CC=C(C=C1)OC(C(=O)O)CCC ([(4′-cyano-1,1′-biphenyl-4-yl)oxy]valeric acid). The reagents and catalysts are CN(C1=CC=NC=C1)C (4-(dimethylamino)pyridine). Solvent: C(Cl)Cl (CH2Cl2), C(Cl)Cl (CH2Cl2). Conditions: time 1 hour. Yields the product C1(CCCCC1)NC(=O)NC1CCCCC1 (N,N′-dicyclohexylurea). As a reaction SMILES: C1OC2C(=CSC=2)[O:3]C1CO.[CH:12]1([N:18]=[C:19]=[N:20][CH:21]2[CH2:26][CH2:25][CH2:24][CH2:23][CH2:22]2)[CH2:17][CH2:16][CH2:15][CH2:14][CH2:13]1.C(C1C=CC(C2C=CC(OC(CCC)C(O)=O)=CC=2)=CC=1)#N>CN(C)C1C=CN=CC=1.C(Cl)Cl>[CH:21]1([NH:20][C:19]([NH:18][CH:12]2[CH2:13][CH2:14][CH2:15][CH2:16][CH2:17]2)=[O:3])[CH2:26][CH2:25][CH2:24][CH2:23][CH2:22]1. Procedure details: 2.20 g of a mixture of 80% of EDT-methanol and 20% of hydroxy-PDT (corresponding to 12.9 mmol; 10.3 mmol based on the main component EDT-methanol), 2.10 g (10.2 mmol) of N,N′-dicyclohexylcarbodiimide and 1 spatula tip of 4-(dimethylamino)pyridine are dissolved in 80 ml of CH2Cl2 and cooled in an ice bath. 3.00 g (10.2 mmol) of [(4′-cyano-1,1′-biphenyl-4-yl)oxy]valeric acid (see formula) are added a spatula at a time to the cold (0° C.) solution while stirring. Remaining [(4′-cyano-1,1′-biphenyl-...